This data is from the Open Reaction Database (ORD), a public repository of structured organic reaction records. The task is: describe an organic reaction: reactants, conditions, products, and yield Reactants: C[Al](C)C (trimethylaluminium), CN(O)C (N,N-dimethylhydroxylamine), C(C)OC(=O)C1CN(CCO1)CC1=CC=CC=C1 (4-Benzyl-morpholine-2-carboxylic acid ethyl ester). The solvent is C(Cl)Cl (DCM), C(Cl)Cl (DCM). Run at time 1 hour. Product: CON(C(=O)C1CN(CCO1)CC1=CC=CC=C1)C (4-Benzyl-morpholine-2-carboxylic acid methoxy-methyl-amide). As a reaction SMILES: [CH3:1][N:2](C)[OH:3].[CH3:5][Al](C)C.C(O[C:12]([CH:14]1[O:19][CH2:18][CH2:17][N:16]([CH2:20][C:21]2[CH:26]=[CH:25][CH:24]=[CH:23][CH:22]=2)[CH2:15]1)=[O:13])C>C(Cl)Cl>[CH3:5][O:3][N:2]([CH3:1])[C:12]([CH:14]1[O:19][CH2:18][CH2:17][N:16]([CH2:20][C:21]2[CH:22]=[CH:23][CH:24]=[CH:25][CH:26]=2)[CH2:15]1)=[O:13]. Procedure details: To a stirred suspension of N,N-dimethylhydroxylamine (6.6 g, 67.6 mmol) in anhydrous DCM (200 mL) under nitrogen at 0° C. is added dropwise a solution of trimethylaluminium (2M solution in hexane, 34 mL, 67.6 mmol) over 30 minutes. The reaction mixture is allowed to warm up to room temperature and left stirring for 1 hour. A solution of the ester 1 (6.74 g, 27 mmol) in anhydrous DCM (100 mL) is then added dropwise over 30 minutes and the reaction mixture is left stirring overnight before quenchi... The reactants are CON=C1CCc2c1cccc2N1CCCCC1, CO, N, [Ni]. Yields the product NC1CCc2c1cccc2N1CCCCC1. RXN SMILES: [CH3:1][O:2][N:3]=[C:4]1[CH2:5][CH2:6][c:7]2[c:8]([N:13]3[CH2:14][CH2:15][CH2:16][CH2:17][CH2:18]3)[cH:9][cH:10][cH:11][c:12]21.[CH3:20][OH:21].[NH3:19].[Ni:22]>>[NH2:3][CH:4]1[CH2:5][CH2:6][c:7]2[c:8]([N:13]3[CH2:14][CH2:15][CH2:16][CH2:17][CH2:18]3)[cH:9][cH:10][cH:11][c:12]21. The reactants are C(C=C(C)C)C1=CC=C(C=C1)C(C(=O)O)C (2-(p-prenylphenyl)propionic acid), C([O-])([O-])=O.[K+].[K+] (potassium carbonate), S(=O)(=O)(OCC)OCC (diethyl sulfate). Solvent: CC(=O)C (acetone), CC(=O)C (acetone). Conditions: time 1 hour. The product is C(C=C(C)C)C1=CC=C(C=C1)C(C(=O)OCC)C (ethyl 2-(p-prenylphenyl)propionate). The yield is 82.9%. As a reaction SMILES: [CH2:1]([C:6]1[CH:11]=[CH:10][C:9]([CH:12]([CH3:16])[C:13]([OH:15])=[O:14])=[CH:8][CH:7]=1)[CH:2]=[C:3]([CH3:5])[CH3:4].C(=O)([O-])[O-].[K+].[K+].S(OCC)(O[CH2:27][CH3:28])(=O)=O>CC(C)=O>[CH2:1]([C:6]1[CH:7]=[CH:8][C:9]([CH:12]([CH3:16])[C:13]([O:15][CH2:27][CH3:28])=[O:14])=[CH:10][CH:11]=1)[CH:2]=[C:3]([CH3:5])[CH3:4] |f:1.2.3|. Procedure: A mixture of 20.0 g of 2-(p-prenylphenyl)propionic acid and 14.0 g of potassium carbonate in 150 ml of acetone was stirred at room temperature for one hour. To the solution was added dropwise a solution of 15.6 g of diethyl sulfate in 50 ml of acetone with stirring at 25° C. After stirring at room temperature for 3 hours, the mixture was refluxed for an additional one hour with stirring. The precipitate which formed was removed by filtration, and the acetone was evaporated. To the residue was ad... Reactants: C(=O)C1=CC=C(C=C1)[C@H](N[S@@](=O)C(C)(C)C)C1=NC=CC=C1C(F)(F)F ((S)—N—((S)-(4-Formylphenyl)(3-(trifluoromethyl)pyridin-2-yl)methyl)-2-methylpropane-2-sulfinamide), C[Mg]Br (Methylmagnesium bromide). Run in C1CCOC1 (THF). Yields the product OC(C)C1=CC=C(C=C1)[C@H](N[S@@](=O)C(C)(C)C)C1=NC=CC=C1C(F)(F)F ((S)—N-((1 S)-(4-(1-hydroxyethyl)phenyl)(3-(trifluoromethyl)pyridin-2-yl)methyl)-2-methylpropane-2-sulfinamide). RXN SMILES: [CH:1]([C:3]1[CH:8]=[CH:7][C:6]([C@@H:9]([C:17]2[C:22]([C:23]([F:26])([F:25])[F:24])=[CH:21][CH:20]=[CH:19][N:18]=2)[NH:10][S@:11]([C:13]([CH3:16])([CH3:15])[CH3:14])=[O:12])=[CH:5][CH:4]=1)=[O:2].[CH3:27][Mg]Br>C1COCC1>[OH:2][CH:1]([C:3]1[CH:4]=[CH:5][C:6]([C@@H:9]([C:17]2[C:22]([C:23]([F:25])([F:26])[F:24])=[CH:21][CH:20]=[CH:19][N:18]=2)[NH:10][S@:11]([C:13]([CH3:16])([CH3:15])[CH3:14])=[O:12])=[CH:7][CH:8]=1)[CH3:27]. Procedure details: (S)—N—((S)-(4-Formylphenyl)(3-(trifluoromethyl)pyridin-2-yl)methyl)-2-methylpropane-2-sulfinamide (0.200 g, 0.520 mmol) was dissolved in dry THF (30 mL) and cooled in an ice bath. Methylmagnesium bromide (3M in Et2O, 0.50 mL, 1.50 mmol) was added dropwise and the reaction stirred. The resulting mixture was stirred for 1 h and then quenched by addition of saturated aqueous NH4Cl (10 mL). H2O (100 mL) and EtOAc (100 mL) were added, and the phases were mixed and separated. The organic layer was dri...